This data is from the Open Reaction Database (ORD), a public repository of structured organic reaction records. The task is: describe an organic reaction: reactants, conditions, products, and yield The reactants are NC=1SC=CN1 (2-aminothiazole), BrCC1OCCCC1 (2-(bromomethyl)tetrahydro-2H-pyran). Run at temperature 85 celsius, time 24 hour. Yields the product [NH4+].[OH-] (NH4OH), O1C(CCCC1)CN1C(SC=C1)=N (3-((tetrahydro-2H-pyran-2-yl)methyl)thiazol-2(3H)-imine). As a reaction SMILES: [NH2:1][C:2]1[S:3][CH:4]=[CH:5][N:6]=1.Br[CH2:8][CH:9]1[CH2:14][CH2:13][CH2:12][CH2:11][O:10]1>>[NH4+:1].[OH-:10].[O:10]1[CH2:11][CH2:12][CH2:13][CH2:14][CH:9]1[CH2:8][N:6]1[CH:5]=[CH:4][S:3][C:2]1=[NH:1] |f:2.3|. Procedure: A mixture of 2-aminothiazole (1.0 g, 10 mmol) and 2-(bromomethyl)tetrahydro-2H-pyran (1.3 mL, 10 mmol) was warmed to 85° C. and was allowed to stir for 24 hours. The mixture was cooled to ambient temperature and the crude material was purified via column chromatography (SiO2, 10% methanol in ethyl acetate then 9:1:0.1 CH2Cl2:methanol:NH4OH) to afford the title compound. MS (DCI/NH3) m/z 199 (M+H)+. Reactants: C(=O)C1=CC(=C(OCC=2N=C(OC2C)C2=CC=C(S2)C(=O)OCC)C=C1)OC (ethyl 5-{4-[(4-formyl-2-methoxyphenoxy)methyl]-5-methyl-1,3-oxazol-2-yl}thiophene-2-carboxylate), O (water), C(C)O (ethanol), [BH4-].[Na+] (sodium borohydride). The solvent is O1CCCC1 (tetrahydrofuran). Run at time 1 hour. Yields the product OCC1=CC(=C(OCC=2N=C(OC2C)C2=CC=C(S2)C(=O)OCC)C=C1)OC (ethyl 5-{4-[(4-hydroxymethyl-2-methoxyphenoxy)methyl]-5-methyl-1,3-oxazol-2-yl}thiophene-2-carboxylate). Isolated yield 92.7%. As a reaction SMILES: [CH:1]([C:3]1[CH:26]=[CH:25][C:6]([O:7][CH2:8][C:9]2[N:10]=[C:11]([C:15]3[S:19][C:18]([C:20]([O:22][CH2:23][CH3:24])=[O:21])=[CH:17][CH:16]=3)[O:12][C:13]=2[CH3:14])=[C:5]([O:27][CH3:28])[CH:4]=1)=[O:2].C(O)C.[BH4-].[Na+].O>O1CCCC1>[OH:2][CH2:1][C:3]1[CH:26]=[CH:25][C:6]([O:7][CH2:8][C:9]2[N:10]=[C:11]([C:15]3[S:19][C:18]([C:20]([O:22][CH2:23][CH3:24])=[O:21])=[CH:17][CH:16]=3)[O:12][C:13]=2[CH3:14])=[C:5]([O:27][CH3:28])[CH:4]=1 |f:2.3|. Reported procedure: To a solution of ethyl 5-{4-[(4-formyl-2-methoxyphenoxy)methyl]-5-methyl-1,3-oxazol-2-yl}thiophene-2-carboxylate (5.60 g) in tetrahydrofuran (100 mL)-ethanol (10 mL) was gradually added sodium borohydride (0.26 g) at 0° C. After stirring at room temperature for 1 hr, water was added to the reaction mixture, and the mixture was extracted with ethyl acetate. The organic layer was washed with saturated brine, dried over anhydrous magnesium sulfate and concentrated to give ethyl 5-{4-[(4-hydroxymeth... Starting materials: C[Mg]Br (methyl magnesium bromide), BrC1=C(C=CC(=C1)OCOC)CC(=O)N(C)OC (2-(2-bromo-4-(methoxymethoxy)phenyl)-N-methoxy-N-methylacetamide), [Cl-].[NH4+] (ammonium chloride). Run in CCOCC (ether). Reaction conditions: temperature 0 celsius, time 1.5 hour. Product: BrC1=C(C=CC(=C1)OCOC)CC(C)=O (1-(2-Bromo-4-(methoxymethoxy)phenyl)propan-2-one). Reaction SMILES: [Br:1][C:2]1[CH:7]=[C:6]([O:8][CH2:9][O:10][CH3:11])[CH:5]=[CH:4][C:3]=1[CH2:12][C:13](N(OC)C)=[O:14].[CH3:19][Mg]Br.[Cl-].[NH4+]>CCOCC>[Br:1][C:2]1[CH:7]=[C:6]([O:8][CH2:9][O:10][CH3:11])[CH:5]=[CH:4][C:3]=1[CH2:12][C:13](=[O:14])[CH3:19] |f:2.3|. Procedure: To a mixture of 2-(2-bromo-4-(methoxymethoxy)phenyl)-N-methoxy-N-methylacetamide (4.30 g) in ether (93 ml) was added methyl magnesium bromide (3 M in ether, 63 mL) dropwise at 0° C. After addition, the solution was stirred at 0° C. for 1.5 hr. The mixture was poured into saturated aqueous ammonium chloride, and extracted with ethyl acetate (100 mL×2). The organic phase was dried over anhydrous sodium sulfate, The solvent was removed under reduced pressure, and the residue was purified by silica ... Starting materials: CCCCCC (hexane), NC(=S)N (thiourea), ClCC(C#CC1=CC=CC=C1)=O (1-Chloro-4-phenyl-3-butyn-2-one). Solvent: C(C)(=O)OCC (ethyl acetate), C(C)(=O)OCC (Ethyl acetate), CN(C)C=O (DMF). Run at time 5 day. Product: C1(=CC=CC=C1)C#CC=1N=C(SC1)N (4-(phenylethynyl)-1,3-thiazol-2-amine). The yield is 20.4%. As a reaction SMILES: Cl[CH2:2][C:3](=O)[C:4]#[C:5][C:6]1[CH:11]=[CH:10][CH:9]=[CH:8][CH:7]=1.[NH2:13][C:14]([NH2:16])=[S:15].CCCCCC>CN(C=O)C.C(OCC)(=O)C>[C:6]1([C:5]#[C:4][C:3]2[N:13]=[C:14]([NH2:16])[S:15][CH:2]=2)[CH:11]=[CH:10][CH:9]=[CH:8][CH:7]=1. Procedure: 1-Chloro-4-phenyl-3-butyn-2-one (245 mg, 1.37 mmol) was dissolved in DMF (1.0 mL), thiourea (126 mg, 1.66 mmol) was added, and the resulting pale brown solution was stirred at ambient temperature for 5 days. The reaction mixture was diluted with Ethyl acetate (50 mL), washed with saturated NaHCO3 solution (10 mL), water (10 mL), brine (10 mL), dried over Na2SO4, filtered, and concentrated in vacuo. The dark oil was dissolved in methanol, adsorbed onto silica gel and purified by column chromatogr...